From a dataset of the Open Reaction Database (ORD), a public repository of structured organic reaction records. describe an organic reaction: reactants, conditions, products, and yield Reactants: ClCCC1N(CCC1)C (2-(2-Chloroethyl)-1-methylpyrrolidine), ClC=1C=C(C=CC1Cl)S (3,4-dichlorobenzenethiol), C([O-])([O-])=O.[K+].[K+] (potassium carbonate). The solvent is CN(C)C=O (DMF). Yields the product ClC=1C=C(C=CC1Cl)SCCC1N(CCC1)C (2-[2-(3,4-Dichlorophenyl)thioethyl]-1-methylpyrrolidine). The yield is 43.0%. Reaction SMILES: Cl[CH2:2][CH2:3][CH:4]1[CH2:8][CH2:7][CH2:6][N:5]1[CH3:9].[Cl:10][C:11]1[CH:12]=[C:13]([SH:18])[CH:14]=[CH:15][C:16]=1[Cl:17].C(=O)([O-])[O-].[K+].[K+]>CN(C=O)C>[Cl:10][C:11]1[CH:12]=[C:13]([S:18][CH2:2][CH2:3][CH:4]2[CH2:8][CH2:7][CH2:6][N:5]2[CH3:9])[CH:14]=[CH:15][C:16]=1[Cl:17] |f:2.3.4|. Procedure: 2-(2-Chloroethyl)-1-methylpyrrolidine (1.50 g, 10.26 mmole), 3,4-dichlorobenzenethiol (1.82 g, 10.1 mmole), potassium carbonate (14.03 g, 101.6 mmole) and DMF (20 mL) were combined, yielding 0.46 g (4.34 mmole, 43%) of the desired compound. Reactants: C, CCO, CC(=O)Nc1cc(C)c([N+](=O)[O-])cn1, [Pd]. Yields the product CC(=O)Nc1cc(C)c(N)cn1. As a reaction SMILES: [C:18].[CH3:15][CH2:16][OH:17].[CH3:1][c:2]1[cH:3][c:4]([NH:11][C:12]([CH3:13])=[O:14])[n:5][cH:6][c:7]1[N+:8]([O-:9])=[O:10].[Pd:19]>>[CH3:1][c:2]1[cH:3][c:4]([NH:11][C:12]([CH3:13])=[O:14])[n:5][cH:6][c:7]1[NH2:8]. Starting materials: CCc1nc2c(cnn2CC)c(NC2CCOCC2)c1CNC(=O)c1cccc(C(=O)NCc2cc(OC)cc(-c3cccc(CN4CCCN(C(=O)OC(C)(C)C)CC4)c3)c2)c1, ClCCl, O=C(O)C(F)(F)F. Product: CCc1nc2c(cnn2CC)c(NC2CCOCC2)c1CNC(=O)c1cccc(C(=O)NCc2cc(OC)cc(-c3cccc(CN4CCCNCC4)c3)c2)c1. As a reaction SMILES: [CH2:1]([CH3:2])[n:3]1[n:4][cH:5][c:6]2[c:7]1[n:8][c:9]([CH2:62][CH3:63])[c:10]([CH2:19][NH:20][C:21](=[O:22])[c:23]1[cH:24][c:25]([C:29](=[O:30])[NH:31][CH2:32][c:33]3[cH:34][c:35](-[c:41]4[cH:42][c:43]([CH2:47][N:48]5[CH2:49][CH2:50][N:51]([C:55]([O:56][C:57]([CH3:58])([CH3:59])[CH3:60])=[O:61])[CH2:52][CH2:53][CH2:54]5)[cH:44][cH:45][cH:46]4)[cH:36][c:37]([O:39][CH3:40])[cH:38]3)[cH:26][cH:27][cH:28]1)[c:11]2[NH:12][CH:13]1[CH2:14][CH2:15][O:16][CH2:17][CH2:18]1.[Cl:71][CH2:72][Cl:73].[F:64][C:65]([F:66])([F:67])[C:68]([OH:69])=[O:70]>>[CH2:1]([CH3:2])[n:3]1[n:4][cH:5][c:6]2[c:7]1[n:8][c:9]([CH2:62][CH3:63])[c:10]([CH2:19][NH:20][C:21](=[O:22])[c:23]1[cH:24][c:25]([C:29](=[O:30])[NH:31][CH2:32][c:33]3[cH:34][c:35](-[c:41]4[cH:42][c:43]([CH2:47][N:48]5[CH2:49][CH2:50][NH:51][CH2:52][CH2:53][CH2:54]5)[cH:44][cH:45][cH:46]4)[cH:36][c:37]([O:39][CH3:40])[cH:38]3)[cH:26][cH:27][cH:28]1)[c:11]2[NH:12][CH:13]1[CH2:14][CH2:15][O:16][CH2:17][CH2:18]1. The reactants are CC1NCCC=2C3=CC(=CC=C3NC12)OC (1-methyl-6-methoxy-1,2,3,4-tetrahydro-β-carboline), C(C)(=O)OC(C)=O (acetic anhydride). Reagents/catalysts: [NH4+].[OH-] (NH4OH). The solvent is C(C)(=O)OCC (ethyl acetate). Run at time 20 minute. The product is CC1N(CCC=2C3=CC(=CC=C3NC12)OC)C(C)=O (1-Methyl-2-N-Acetyl-6-Methoxy-1,2,3,4-Tetrahydro-β-Carboline). Reaction SMILES: [CH3:1][CH:2]1[C:14]2[NH:13][C:12]3[C:7](=[CH:8][C:9]([O:15][CH3:16])=[CH:10][CH:11]=3)[C:6]=2[CH2:5][CH2:4][NH:3]1.[C:17](OC(=O)C)(=[O:19])[CH3:18]>[NH4+].[OH-].C(OCC)(=O)C>[CH3:1][CH:2]1[C:14]2[NH:13][C:12]3[C:7](=[CH:8][C:9]([O:15][CH3:16])=[CH:10][CH:11]=3)[C:6]=2[CH2:5][CH2:4][N:3]1[C:17](=[O:19])[CH3:18] |f:2.3|. Procedure: To a solution of 700 mg (3.24 mmol) 1-methyl-6-methoxy-1,2,3,4-tetrahydro-β-carboline, and 5 drops NH4OH in ethyl acetate was added 0.4 mL (3.88 mmol) acetic anhydride under N2 gas. The reaction was stirred for 20 min. and then washed with water. The organic layer collected was dried over MgSO4, filtered, and concentrated in vacuo to a dark oil. The oil was dissolved in methanol and chromatographed on reverse phase C-18 using methanol and water. The product was collected and concentrated to a wh... Reactants: ClCC1OCCC2=C(C=CC(=C12)OC)OC (1-chloromethyl-5,8-dimethoxyisochroman), CN1CCNCC1 (N-methylpiperazine), C(\C=C\C(=O)[O-])(=O)[O-] (fumarate). Run in O (water). Product: C(\C=C\C(=O)O)(=O)O.COC1=C2CCOC(C2=C(C=C1)OC)CN1CCN(CC1)C (5,8-dimethoxy-1-(4-methylpiperazinyl)methylisochroman fumarate). Reaction SMILES: Cl[CH2:2][CH:3]1[C:12]2[C:7](=[C:8]([O:15][CH3:16])[CH:9]=[CH:10][C:11]=2[O:13][CH3:14])[CH2:6][CH2:5][O:4]1.[CH3:17][N:18]1[CH2:23][CH2:22][NH:21][CH2:20][CH2:19]1.[C:24]([O-:31])(=[O:30])/[CH:25]=[CH:26]/[C:27]([O-:29])=[O:28]>O>[C:24]([OH:31])(=[O:30])/[CH:25]=[CH:26]/[C:27]([OH:29])=[O:28].[CH3:16][O:15][C:8]1[CH:9]=[CH:10][C:11]([O:13][CH3:14])=[C:12]2[C:7]=1[CH2:6][CH2:5][O:4][CH:3]2[CH2:2][N:21]1[CH2:22][CH2:23][N:18]([CH3:17])[CH2:19][CH2:20]1 |f:4.5|. Procedure: In a sealed tube, 3.0 g of 1-chloromethyl-5,8-dimethoxyisochroman and 6.0 g of N-methylpiperazine were heated at 150°-160° C for 16 hours. After cooling, the reaction mixture was diluted with 200 ml of water and the oily precipitate was extracted with chloroform. The extract was rinsed with water, dried and concentrated under reduced pressure. The residue was chromatographed on a column of silica gel, elution being carried out with a solvent mixture of acetone, benzene and methanol (2:2:1). The ... Procedure: A mechanically-stirred mixture of 53.2 g (0.885 mol) of urea and 38.6 g (0.177 mol) of ethyl α-chloro-γ,γ,γ-trifluoroacetoacetate was reacted in 50 ml dry dimethylformamide at 100°-110° C. for 71 hours. The reaction mixture was cooled to ambient temperature and the resulting orange slurry was poured into 500 ml of water and then cooled in an ice bath. Suction filtration of the mixture provided a mustard-colored solid material which when dried under an infrared lamp yielded 26.0 g of material. Th... Solvent: CN(C=O)C (dimethylformamide). The yield is 65.5%. The product is NC=1OC(=C(N1)C(F)(F)F)C(=O)OCC (Ethyl 2-amino-4-(trifluoromethyl)-5-oxazolecarboxylate). Reaction SMILES: [NH2:1][C:2]([NH2:4])=[O:3].Cl[CH:6]([C:12]([C:14]([F:17])([F:16])[F:15])=O)[C:7]([O:9][CH2:10][CH3:11])=[O:8].O>CN(C)C=O>[NH2:1][C:2]1[O:3][C:6]([C:7]([O:9][CH2:10][CH3:11])=[O:8])=[C:12]([C:14]([F:15])([F:17])[F:16])[N:4]=1. Reactants: NC(=O)N (urea), ClC(C(=O)OCC)C(=O)C(F)(F)F (ethyl α-chloro-γ,γ,γ-trifluoroacetoacetate), O (water). The reactants are C(C)(=O)O (acetic acid), C(C)(=O)C1=C(C=CC(=C1)Br)O (2-acetyl-4-bromophenol), C(=S)=S (carbon disulfide), CC(C)([O-])C.[K+] (potassium tert.-butoxide). Solvent: C1(=CC=CC=C1)C (toluene), C1(=CC=CC=C1)C (toluene). Reaction conditions: time 72 hour. Product: BrC=1C=CC2=C(C(C=C(O2)S)=O)C1 (6-bromo-2-mercapto-4H-1-benzopyran-4-one), compound 1. As a reaction SMILES: [C:1]([C:4]1[CH:9]=[C:8]([Br:10])[CH:7]=[CH:6][C:5]=1[OH:11])(=[O:3])[CH3:2].[C:12](=S)=[S:13].CC(C)([O-])C.[K+].C(O)(=O)C>C1(C)C=CC=CC=1>[Br:10][C:8]1[CH:7]=[CH:6][C:5]2[O:11][C:12]([SH:13])=[CH:2][C:1](=[O:3])[C:4]=2[CH:9]=1 |f:2.3|. Procedure: A solution of 2-acetyl-4-bromophenol (20 g) and carbon disulfide (7 ml) in toluene (400 ml) was added dropwise to a suspension of potassium tert.-butoxide (31.4 g) in toluene (500 ml) at 10° C. The mixture was stirred at room temperature for 72 hours. Glacial acetic acid (35 ml) was added and the mixture evaporated under reduced pressure. The residue was treated with water (200 ml) and glacial acetic acid (20 ml) to precipitate an oily solid. Light petroleum (b.p. 40-60° C.) was added and the mi...